Dataset: the Open Reaction Database (ORD), a public repository of structured organic reaction records. Task: describe an organic reaction: reactants, conditions, products, and yield Starting materials: Cl[C@H]1[C@H](C\C=C/CCCC(=O)O)[C@H]([C@@H](C1)OC1OCCCC1)\C=C\[C@H](C(C\C=C(\C)/Cl)C)OC1OCCCC1 ((5Z,13E,18Z)-(8R,9R,11R,12R,15S,16RS)-9,19-dichloro-16-methyl-11,15-bis(tetrahydropyran-2-yloxy)-5,13,18-prostatrienoic acid), mixture. Run in C(C)(=O)O.O.O1CCCC1 (acetic acid water tetrahydrofuran). The product is Cl[C@H]1[C@H](C\C=C/CCCC(=O)O)[C@H]([C@@H](C1)O)\C=C\[C@H](C(C\C=C(\C)/Cl)C)O ((5Z,13E,18Z)-(8R,9R,11R,12R,15S,16RS)-9,19-Dichloro-11,15-dihydroxy-16-methyl-5,13,18-prostatrienoic Acid). Isolated yield 59.1%. Reaction SMILES: [Cl:1][C@@H:2]1[CH2:15][C@@H:14]([O:16]C2CCCCO2)[C@H:13](/[CH:23]=[CH:24]/[C@@H:25]([O:33]C2CCCCO2)[CH:26]([CH3:32])[CH2:27]/[CH:28]=[C:29](\[Cl:31])/[CH3:30])[C@H:3]1[CH2:4]/[CH:5]=[CH:6]\[CH2:7][CH2:8][CH2:9][C:10]([OH:12])=[O:11]>C(O)(=O)C.O.O1CCCC1>[Cl:1][C@@H:2]1[CH2:15][C@@H:14]([OH:16])[C@H:13](/[CH:23]=[CH:24]/[C@@H:25]([OH:33])[CH:26]([CH3:32])[CH2:27]/[CH:28]=[C:29](\[Cl:31])/[CH3:30])[C@H:3]1[CH2:4]/[CH:5]=[CH:6]\[CH2:7][CH2:8][CH2:9][C:10]([OH:12])=[O:11] |f:1.2.3|. Reported procedure: Under argon, 427 mg of (5Z,13E,18Z)-(8R,9R,11R,12R,15S,16RS)-9,19-dichloro-16-methyl-11,15-bis(tetrahydropyran-2-yloxy)-5,13,18-prostatrienoic acid was stirred at room temperature for 16 hours with 9 ml of a mixture of acetic acid/water/tetrahydrofuran (65/35/10). The mixture was then evaporated under vacuum and the residue purified by column chromatography on silica gel with hexane/20-80% ethyl acetate, thus producing 180 mg of the title compound. Isolated yield 78.7%. Procedure: The same operation as in Example (90c) was performed using tert-butyl 3-[(2-methyl-2-propen-1-yl)oxy]-4-oxopiperidine-1-carboxylate obtained in Example (117b) (3.43 g, 17.1 mmol), benzylamine (1.5 g, 14 mmol), sodium (triacetoxy)borohydride (4 g, 18.9 mmol) and 1,2-dichloroethane (30 mL). The resulting residue was purified by silica gel column chromatography (elution solvent: hexane/ethyl acetate=4/1, 1/1, 1/3, 0/1) to obtain 3.97 g of the title compound as a colorless oily substance (86%). The reactants are CC(COC1CN(CCC1=O)C(=O)OC(C)(C)C)=C (tert-Butyl 3-[(2-methyl-2-propen-1-yl)oxy]-4-oxopiperidine-1-carboxylate), C(C1=CC=CC=C1)N (benzylamine), C(C)(=O)O[BH-](OC(C)=O)OC(C)=O.[Na+] (sodium (triacetoxy)borohydride). Reaction SMILES: [CH3:1][C:2](=[CH2:19])[CH2:3][O:4][CH:5]1[C:10](=O)[CH2:9][CH2:8][N:7]([C:12]([O:14][C:15]([CH3:18])([CH3:17])[CH3:16])=[O:13])[CH2:6]1.[CH2:20]([NH2:27])[C:21]1[CH:26]=[CH:25][CH:24]=[CH:23][CH:22]=1.C(O[BH-](OC(=O)C)OC(=O)C)(=O)C.[Na+]>ClCCCl>[CH2:20]([NH:27][C@H:10]1[CH2:9][CH2:8][N:7]([C:12]([O:14][C:15]([CH3:18])([CH3:17])[CH3:16])=[O:13])[CH2:6][C@H:5]1[O:4][CH2:3][C:2]([CH3:1])=[CH2:19])[C:21]1[CH:26]=[CH:25][CH:24]=[CH:23][CH:22]=1 |f:2.3|. Run in ClCCCl (1,2-dichloroethane). Yields the product C(C1=CC=CC=C1)N[C@@H]1[C@@H](CN(CC1)C(=O)OC(C)(C)C)OCC(=C)C (tert-Butyl cis(±)-4-(benzylamino)-3-[(2-methyl-2-propen-1-yl)oxy]piperidine-1-carboxylate). The reactants are FC1=NC=CC=C1C1=CC(=CN1)CN(C(OC(C)(C)C)=O)C (tert-butyl {[5-(2-fluoropyridin-3-yl)-1H-pyrrol-3-yl]methyl}methylcarbamate), FC1=C(C=C(C=C1)F)S(=O)(=O)Cl (2,5-difluorobenzenesulfonyl chloride). The product is FC1=C(C=C(C=C1)F)S(=O)(=O)N1C=C(C=C1C=1C(=NC=CC1)F)CN(C(OC(C)(C)C)=O)C (tert-butyl ({1-[(2,5-difluorophenyl)sulfonyl]-5-(2-fluoropyridin-3-yl)-1H-pyrrol-3-yl}methyl)methylcarbamate), oil. Yield: 33.0%. As a reaction SMILES: [F:1][C:2]1[C:7]([C:8]2[NH:12][CH:11]=[C:10]([CH2:13][N:14]([CH3:22])[C:15](=[O:21])[O:16][C:17]([CH3:20])([CH3:19])[CH3:18])[CH:9]=2)=[CH:6][CH:5]=[CH:4][N:3]=1.[F:23][C:24]1[CH:29]=[CH:28][C:27]([F:30])=[CH:26][C:25]=1[S:31](Cl)(=[O:33])=[O:32]>>[F:23][C:24]1[CH:29]=[CH:28][C:27]([F:30])=[CH:26][C:25]=1[S:31]([N:12]1[C:8]([C:7]2[C:2]([F:1])=[N:3][CH:4]=[CH:5][CH:6]=2)=[CH:9][C:10]([CH2:13][N:14]([CH3:22])[C:15](=[O:21])[O:16][C:17]([CH3:18])([CH3:19])[CH3:20])=[CH:11]1)(=[O:33])=[O:32]. Reported procedure: By an operation similar to that in Reference Example 32 and using tert-butyl {[5-(2-fluoropyridin-3-yl)-1H-pyrrol-3-yl]methyl}methylcarbamate (305 mg), and 2,5-difluorobenzenesulfonyl chloride (319 mg), the title compound was obtained as a colorless oil (yield 160 mg, 33%).